From a dataset of the Open Reaction Database (ORD), a public repository of structured organic reaction records. describe an organic reaction: reactants, conditions, products, and yield Starting materials: CC(CCN)(C)C (3,3-dimethylbutan-1-amine), BrC1=CC(=C(C=C1C1=CC2=C(N=C(N=C2)SC)N=C1C)NC(OC(=C)C)=O)F (prop-1-en-2-yl (4-bromo-2-fluoro-5-(7-methyl-2-(methylthio)pyrido[2,3-d]pyrimidin-6-yl)phenyl)carbamate), CN1CCCC1 (1-methylpyrrolidine). Solvent: O1CCOCC1 (dioxane). Run at temperature 65 celsius. Yields the product BrC1=CC(=C(C=C1C1=CC2=C(N=C(N=C2)SC)N=C1C)NC(=O)NCCC(C)(C)C)F (1-(4-Bromo-2-fluoro-5-(7-methyl-2-(methylthio)pyrido[2,3-d]pyrimidin-6-yl)phenyl)-3-(3,3-dimethylbutyl)urea). The yield is 97.4%. Reaction SMILES: [CH3:1][C:2]([CH3:7])([CH3:6])[CH2:3][CH2:4][NH2:5].[Br:8][C:9]1[C:14]([C:15]2[C:26]([CH3:27])=[N:25][C:18]3[N:19]=[C:20]([S:23][CH3:24])[N:21]=[CH:22][C:17]=3[CH:16]=2)=[CH:13][C:12]([NH:28][C:29](=O)[O:30]C(C)=C)=[C:11]([F:35])[CH:10]=1.CN1CCCC1>O1CCOCC1>[Br:8][C:9]1[C:14]([C:15]2[C:26]([CH3:27])=[N:25][C:18]3[N:19]=[C:20]([S:23][CH3:24])[N:21]=[CH:22][C:17]=3[CH:16]=2)=[CH:13][C:12]([NH:28][C:29]([NH:5][CH2:4][CH2:3][C:2]([CH3:7])([CH3:6])[CH3:1])=[O:30])=[C:11]([F:35])[CH:10]=1. Reported procedure: Treat a solution of 3,3-dimethylbutan-1-amine (0.080 g, 0.790 mmol) and prop-1-en-2-yl (4-bromo-2-fluoro-5-(7-methyl-2-(methylthio)pyrido[2,3-d]pyrimidin-6-yl)phenyl)carbamate (0.244 g, 0.527 mmol) in dioxane (5 mL) with 1-methylpyrrolidine (4.48 mg, 0.053 mmol), heat at 65° C. for 3 h, then cool to RT overnight. Collect the resulting solid via filtration; concentrate the filtrate to dryness and purify via silica gel chromatography (10-30% EtOAc/DCM). Combine the two solids to afford the title c... The reactants are [Cl-].[Na+] (sodium chloride), compound, CN (methylamine), C(C)(=O)NCCCCCC(=O)O (6-acetamido hexanoic acid), S(=O)(Cl)Cl (thionyl chloride). Run in CO (methanol). The product is C(C)(=O)NCCCCCC(=O)OC (Methyl 6-acetamidohexanoate). Reaction SMILES: [C:1]([NH:4][CH2:5][CH2:6][CH2:7][CH2:8][CH2:9][C:10]([OH:12])=[O:11])(=[O:3])[CH3:2].S(Cl)(Cl)=O.[CH3:17]N.[Cl-].[Na+]>CO>[C:1]([NH:4][CH2:5][CH2:6][CH2:7][CH2:8][CH2:9][C:10]([O:12][CH3:17])=[O:11])(=[O:3])[CH3:2] |f:3.4|. Reported procedure: Methyl 6-acetamidohexanoate was prepared as a low-melting solid by sequential treatment of 6-acetamido hexanoic acid with thionyl chloride and methanol. Five grams of this compound, (27 mmol) was dissolved in an excess of 40% aqueous methylamine solution, and the resulting mixture was stirred for sixteen hours at room temperature. The reaction mixture was saturated with sodium chloride and extracted several times with chloroform. The organic layer was dried over magnesium sulfate, and the solven... Reactants: resultant mixture, C=O (formalin), FC(C)(F)C1=NNC=C1 (3-(1,1-difluoroethyl)-1H-pyrazole). Run in C(C)O (ethanol). Yields the product FC(C)(F)C1=NN(C=C1)CO ([3-(1,1-Difluoroethyl)-1H-pyrazol-1-yl]methanol), crude product. Reaction SMILES: [F:1][C:2]([C:5]1[CH:9]=[CH:8][NH:7][N:6]=1)([F:4])[CH3:3].[CH2:10]=[O:11]>C(O)C>[F:1][C:2]([C:5]1[CH:9]=[CH:8][N:7]([CH2:10][OH:11])[N:6]=1)([F:4])[CH3:3]. Reported procedure: To an ethanol solution (1.0 mL) of 3-(1,1-difluoroethyl)-1H-pyrazole (145 mg, 1.09 mmol) synthesized in Reference Synthesis Example 118, a formalin aqueous solution (1.0 mL) was added and the resultant mixture was stirred at 70° C. for 1 hour. After completion of the reaction, the reaction solution was concentrated under reduced pressure to obtain the title compound as a crude product. Starting materials: C(C)(C)(C)[Si](OC1=CC(=C(C=C1)NC)C)(C)C ([4-(tert-butyl-dimethyl-silanyloxy)-2-methyl-phenyl]-methyl-amine), COC(C1=C(C=C(C=C1)C=O)C)=O (4-formyl-2-methyl-benzoic acid methyl ester), C(C)(=O)O (acetic acid), C(C)(=O)O[BH-](OC(C)=O)OC(C)=O.[Na+] (sodium triacetoxyborohydride). Solvent: ClCCCl (1,2-dichloroethane). Reaction conditions: time 8 hour. Product: COC(C1=C(C(=C(C=C1)N(C)C1=C(C=C(C=C1)O[Si](C)(C)C(C)(C)C)C)C)C)=O ({[4-(tert-Butyl-dimethyl-silanyloxy)-2-methyl-phenyl]-methyl-amino}-methyl-2-methyl-benzoic acid methyl ester). Yield: 115.1%. RXN SMILES: [C:1]([Si:5]([CH3:17])([CH3:16])[O:6][C:7]1[CH:12]=[CH:11][C:10]([NH:13][CH3:14])=[C:9]([CH3:15])[CH:8]=1)([CH3:4])([CH3:3])[CH3:2].[CH3:18][O:19][C:20](=[O:30])[C:21]1[CH:26]=[CH:25][C:24](C=O)=[CH:23][C:22]=1[CH3:29].[C:31](O)(=O)C.C(O[BH-](OC(=O)C)OC(=O)C)(=O)C.[Na+]>ClCCCl>[CH3:18][O:19][C:20](=[O:30])[C:21]1[CH:26]=[CH:25][C:14]([N:13]([C:10]2[CH:11]=[CH:12][C:7]([O:6][Si:5]([C:1]([CH3:4])([CH3:3])[CH3:2])([CH3:17])[CH3:16])=[CH:8][C:9]=2[CH3:15])[CH3:31])=[C:23]([CH3:24])[C:22]=1[CH3:29] |f:3.4|. Procedure: To a solution of [4-(tert-butyl-dimethyl-silanyloxy)-2-methyl-phenyl]-methyl-amine (0.64 g, 2.6 mmol) and 4-formyl-2-methyl-benzoic acid methyl ester (0.38 g, 2.1 mmol), acetic acid (0.25 g, 4.2 mmol) in 1,2-dichloroethane (10.0 mL) is added sodium triacetoxyborohydride (0.89 g, 4.2 mmol) in portions. The mixture is stirred at room temperature overnight. The reaction is quenched with 5% aq. sodium bicarbonate (5 mL) and is partitioned between EtOAc (60 mL) and water (50 mL). The organic layer is... The reactants are ClCCl (dichloromethane), C12CCCC(CCC1)B2 (9-borabicyclo[3.3.1]nonane), BrC1=C(C2=C(N=CN=C2N)N1CC(C=C)O[Si](C)(C)C(C)(C)C)C=1C=NC2=CC=CC=C2C1 (6-bromo-7-(2-(tert-butyldimethylsilyloxy)-3-butenyl)-5-(quinolin-3-yl)-7H-pyrrolo[2,3-d]pyrimidin-4-amine), [OH-].[Na+] (sodium hydroxide). The reagents and catalysts are C1=CC=C(C=C1)P([C-]2C=CC=C2)C3=CC=CC=C3.C1=CC=C(C=C1)P([C-]2C=CC=C2)C3=CC=CC=C3.Cl[Pd]Cl.[Fe+2] ([1,1′-bis(diphenylphosphino)ferrocene]dichloropalladium). The solvent is O (water), C1CCOC1 (THF), C1CCOC1 (THF). Run at time 4 hour. The product is [Si](C)(C)(C(C)(C)C)OC1CN2C3=C(C(=C2CC1)C=1C=NC2=CC=CC=C2C1)C(=NC=N3)N (8-(tert-butyldimethylsilyloxy)-5-(quinolin-3-yl)-6,7,8,9-tetrahydropyrimido[5,4-b]indolizin-4-amine). Reaction SMILES: C12BC(CCC1)CCC2.Br[C:11]1[N:20]([CH2:21][CH:22]([O:25][Si:26]([C:29]([CH3:32])([CH3:31])[CH3:30])([CH3:28])[CH3:27])[CH:23]=[CH2:24])[C:14]2[N:15]=[CH:16][N:17]=[C:18]([NH2:19])[C:13]=2[C:12]=1[C:33]1[CH:34]=[N:35][C:36]2[C:41]([CH:42]=1)=[CH:40][CH:39]=[CH:38][CH:37]=2.[OH-].[Na+].ClCCl>C1COCC1.C1C=CC(P(C2C=CC=CC=2)[C-]2C=CC=C2)=CC=1.C1C=CC(P(C2C=CC=CC=2)[C-]2C=CC=C2)=CC=1.Cl[Pd]Cl.[Fe+2].O>[Si:26]([O:25][CH:22]1[CH2:23][CH2:24][C:11]2[N:20]([C:14]3[N:15]=[CH:16][N:17]=[C:18]([NH2:19])[C:13]=3[C:12]=2[C:33]2[CH:34]=[N:35][C:36]3[C:41]([CH:42]=2)=[CH:40][CH:39]=[CH:38][CH:37]=3)[CH2:21]1)([C:29]([CH3:32])([CH3:30])[CH3:31])([CH3:27])[CH3:28] |f:2.3,6.7.8.9|. Procedure details: A solution of 0.5 M 9-borabicyclo[3.3.1]nonane in THF (50 ml) was added to a solution of 6-bromo-7-(2-(tert-butyldimethylsilyloxy)-3-butenyl)-5-(quinolin-3-yl)-7H-pyrrolo[2,3-d]pyrimidin-4-amine (2.26 g) obtained in Step 6 in THF (30 ml) under ice-cooling. The mixture was stirred at room temperature for 4 hours. After slowly adding a 3 N aqueous sodium hydroxide solution (19.5 ml) to the reaction mixture at room temperature, a [1,1′-bis(diphenylphosphino)ferrocene]dichloropalladium (II) complex ... Starting materials: CC(C)(C)[Si](C)(C)Oc1ccc(N2CC(=O)N(CC[Si](C)(C)C)S2(=O)=O)c(OCc2ccccc2)c1, C1CCOC1, Cl, C1COCCO1. Product: C[Si](C)(C)CCN1C(=O)CN(c2ccc(O)cc2OCc2ccccc2)S1(=O)=O. As a reaction SMILES: [CH2:1]([c:2]1[cH:3][cH:4][cH:5][cH:6][cH:7]1)[O:8][c:9]1[c:10]([N:23]2[CH2:24][C:25](=[O:36])[N:26]([CH2:30][CH2:31][Si:32]([CH3:33])([CH3:34])[CH3:35])[S:27]2(=[O:28])=[O:29])[cH:11][cH:12][c:13]([O:15][Si:16]([C:17]([CH3:18])([CH3:19])[CH3:20])([CH3:21])[CH3:22])[cH:14]1.[CH2:38]1[O:39][CH2:40][CH2:41][CH2:42]1.[ClH:37].[O:43]1[CH2:44][CH2:45][O:46][CH2:47][CH2:48]1>>[CH2:1]([c:2]1[cH:3][cH:4][cH:5][cH:6][cH:7]1)[O:8][c:9]1[c:10]([N:23]2[CH2:24][C:25](=[O:36])[N:26]([CH2:30][CH2:31][Si:32]([CH3:33])([CH3:34])[CH3:35])[S:27]2(=[O:28])=[O:29])[cH:11][cH:12][c:13]([OH:15])[cH:14]1.